Dataset: the Open Reaction Database (ORD), a public repository of structured organic reaction records. Task: describe an organic reaction: reactants, conditions, products, and yield Reactants: C(C)(C)(C)OC(NC1=C(C=C(C(=C1)N(C)C(C)C)C#N)NC(CC(=O)C1=CC(=CC=C1)C1=CC(=NO1)C)=O)=O ((4-cyano-5-(isopropyl-methyl-amino)-2-{3-[3-(3-methyl-isoxazol-5-yl)-phenyl]-3-oxo-propionylamino}-phenyl)-carbamic acid tert-butyl ester), C(=O)(C(F)(F)F)O (TFA). Solvent: C(Cl)Cl (CH2Cl2). Product: C(C)(C)N(C=1C(=CC2=C(N=C(CC(N2)=O)C2=CC(=CC=C2)C2=CC(=NO2)C)C1)C#N)C (8-(Isopropyl-methyl-amino)-2-[3-(3-methyl-isoxazol-5-yl)-phenyl]-4-oxo-4,5-dihydro-3H-benzo[b][1,4]diazepine-7-carbonitrile), solid. The yield is 76.0%. RXN SMILES: C(OC(=O)[NH:7][C:8]1[CH:13]=[C:12]([N:14]([CH:16]([CH3:18])[CH3:17])[CH3:15])[C:11]([C:19]#[N:20])=[CH:10][C:9]=1[NH:21][C:22](=[O:38])[CH2:23][C:24]([C:26]1[CH:31]=[CH:30][CH:29]=[C:28]([C:32]2[O:36][N:35]=[C:34]([CH3:37])[CH:33]=2)[CH:27]=1)=O)(C)(C)C.C(O)(C(F)(F)F)=O>C(Cl)Cl>[CH:16]([N:14]([CH3:15])[C:12]1[C:11]([C:19]#[N:20])=[CH:10][C:9]2[NH:21][C:22](=[O:38])[CH2:23][C:24]([C:26]3[CH:31]=[CH:30][CH:29]=[C:28]([C:32]4[O:36][N:35]=[C:34]([CH3:37])[CH:33]=4)[CH:27]=3)=[N:7][C:8]=2[CH:13]=1)([CH3:18])[CH3:17]. Reported procedure: The title compound was prepared from (4-cyano-5-(isopropyl-methyl-amino)-2-{3-[3-(3-methyl-isoxazol-5-yl)-phenyl]-3-oxo-propionylamino}-phenyl)-carbamic acid tert-butyl ester (Example M9;) (0.37 g, 0.70 mmol) by treatment with TFA in CH2Cl2 according to the general procedure N. Obtained as a yellow solid (219 mg, 76%).